Dataset: the Open Reaction Database (ORD), a public repository of structured organic reaction records. Task: describe an organic reaction: reactants, conditions, products, and yield Starting materials: OC1=NN(C(C2=C1SC=C2C2=CC=NC=C2)=O)C (7-hydroxy-5-methyl-3-(pyridin-4-yl)thieno[2,3-d]pyridazin-4(5H)-one), 4-hydroxy-6-methyl-3-(pyridin-4-yl)thieno[2,3-d]pyridazin-7(5H)-one, O=P(Cl)(Cl)Cl (POCl3). Run at temperature 120 celsius, time 18 hour. Product: ClC1=NN(C(C2=C1SC=C2C2=CC=NC=C2)=O)C (7-chloro-5-methyl-3-(pyridin-4-yl)thieno[2,3-d]pyridazin-4(5H)-one). Reaction SMILES: O[C:2]1[C:7]2[S:8][CH:9]=[C:10]([C:11]3[CH:16]=[CH:15][N:14]=[CH:13][CH:12]=3)[C:6]=2[C:5](=[O:17])[N:4]([CH3:18])[N:3]=1.O=P(Cl)(Cl)[Cl:21]>>[Cl:21][C:2]1[C:7]2[S:8][CH:9]=[C:10]([C:11]3[CH:16]=[CH:15][N:14]=[CH:13][CH:12]=3)[C:6]=2[C:5](=[O:17])[N:4]([CH3:18])[N:3]=1. Reported procedure: The mixture of 7-hydroxy-5-methyl-3-(pyridin-4-yl)thieno[2,3-d]pyridazin-4(5H)-one and 4-hydroxy-6-methyl-3-(pyridin-4-yl)thieno[2,3-d]pyridazin-7(5H)-one (2.0 g, 7.71 mmol) was dissolved in POCl3 (15 mL) and stirred at 120° C. for about 18 h. Following this, most of the solvent was removed under reduced pressure. Water was added in caution until the POCl3 was consumed. MeOH was added, basified with K2CO3. The suspension was filtered through a Büchner funnel. The filtrate was concentrated to dry... Starting materials: C1CCOC1, [C-]#[N+]C(C)C(=O)OCC, Nc1cccc(Cc2n[nH]c(=O)c3c2CCCC3)c1. The product is CCOC(=O)C(C)NC(=O)Nc1cccc(Cc2n[nH]c(=O)c3c2CCCC3)c1. RXN SMILES: [CH2:29]1[CH2:32][CH2:31][CH2:30][O:33]1.[N+:20](#[C-:21])[CH:22]([C:23](=[O:24])[O:25][CH2:26][CH3:27])[CH3:28].[NH2:1][c:2]1[cH:3][c:4]([CH2:5][c:6]2[n:7][nH:8][c:9](=[O:16])[c:10]3[c:15]2[CH2:14][CH2:13][CH2:12][CH2:11]3)[cH:17][cH:18][cH:19]1>>[NH:1]([c:2]1[cH:3][c:4]([CH2:5][c:6]2[n:7][nH:8][c:9](=[O:16])[c:10]3[c:15]2[CH2:14][CH2:13][CH2:12][CH2:11]3)[cH:17][cH:18][cH:19]1)[C:21]([NH:20][CH:22]([C:23](=[O:24])[O:25][CH2:26][CH3:27])[CH3:28])=[O:33]. The reactants are ClCC=1N=CNC1 (4-chloromethylimidazole), Cl (hydrochloric acid), CC1=C(C(=CC=C1)C)O (2,6-dimethylphenol), C[O-].[Na+] (sodium methoxide), resultant mixture. The solvent is O (water), CO (methanol), CO (methanol). Yields the product CC=1C=C(CC=2N=CNC2)C=C(C1O)C (4-(3',5'-dimethyl-4'-hydroxybenzyl)imidazole). Isolated yield 54.0%. Reaction SMILES: [CH3:1][C:2]1[CH:7]=[CH:6][CH:5]=[C:4]([CH3:8])[C:3]=1[OH:9].C[O-].[Na+].Cl[CH2:14][C:15]1[N:16]=[CH:17][NH:18][CH:19]=1.Cl>CO.O>[CH3:1][C:2]1[CH:7]=[C:6]([CH:5]=[C:4]([CH3:8])[C:3]=1[OH:9])[CH2:14][C:15]1[N:16]=[CH:17][NH:18][CH:19]=1 |f:1.2|. Procedure details: To a solution of 12.2 g of 2,6-dimethylphenol in methanol are added 20 ml of 30% sodium methoxide solution, and the resultant mixture is warmed to 50° C. The mixture is maintained at that temperature while 5.8 g of 4-chloromethylimidazole in methanol are added, with stirring. After the addition is complete, the reaction mixture is stirred at 50°-60° C. for about 4 hours, then is cooled and poured into cold water. That mixture is acidified with hydrochloric acid and washed with ethyl acetate. The... The reactants are O=C1NCCCN1N1CCN(Cc2ccccc2)CC1, [OH-], [OH-], [Pd+2]. Product: O=C1NCCCN1N1CCNCC1. Reaction SMILES: [CH2:1]([c:2]1[cH:3][cH:4][cH:5][cH:6][cH:7]1)[N:8]1[CH2:9][CH2:10][N:11]([N:14]2[C:15](=[O:20])[NH:16][CH2:17][CH2:18][CH2:19]2)[CH2:12][CH2:13]1.[OH-:21].[OH-:23].[Pd+2:22]>>[NH:8]1[CH2:9][CH2:10][N:11]([N:14]2[C:15](=[O:20])[NH:16][CH2:17][CH2:18][CH2:19]2)[CH2:12][CH2:13]1. The reactants are Cc1ccccc1, O=C(Cl)CCl, O=C1CCCN1. Yields the product O=C(CCl)N1CCCC1=O. As a reaction SMILES: [CH3:12][c:13]1[cH:14][cH:15][cH:16][cH:17][cH:18]1.[Cl:7][CH2:8][C:9](=[O:10])[Cl:11].[NH:1]1[C:2](=[O:6])[CH2:3][CH2:4][CH2:5]1>>[N:1]1([C:9]([CH2:8][Cl:7])=[O:10])[C:2](=[O:6])[CH2:3][CH2:4][CH2:5]1. Reactants: ClC1=CC=C(C=C1)C=1SC(=C(N1)C=1C(CCC1OC)=O)C (2-[2-(4-Chloro-phenyl)-5-methyl-thiazol-4-yl]-3-methoxy-cyclopent-2-enone), C(C)(C)[N-]C(C)C.[Li+] (lithium diisopropylamide), FC=1C=CC(=NC1)C=O (5-fluoro-pyridine-2-carbaldehyde). Run in O1CCCC1 (tetrahydrofuran), O1CCCC1 (tetrahydrofuran). Run at temperature 78 celsius, time 30 minute. Product: ClC1=CC=C(C=C1)C=1SC(=C(N1)C=1C(C(CC1OC)C(O)C1=NC=C(C=C1)F)=O)C (2-[2-(4-Chloro-phenyl)-5-methyl-thiazol-4-yl]-5-[(5-fluoro-pyridin-2-yl)-hydroxy-methyl]-3-methoxy-cyclopent-2-enone). Yield: 71.9%. RXN SMILES: [Cl:1][C:2]1[CH:7]=[CH:6][C:5]([C:8]2[S:9][C:10]([CH3:21])=[C:11]([C:13]3[C:14](=[O:20])[CH2:15][CH2:16][C:17]=3[O:18][CH3:19])[N:12]=2)=[CH:4][CH:3]=1.C([N-]C(C)C)(C)C.[Li+].[F:30][C:31]1[CH:32]=[CH:33][C:34]([CH:37]=[O:38])=[N:35][CH:36]=1>O1CCCC1>[Cl:1][C:2]1[CH:7]=[CH:6][C:5]([C:8]2[S:9][C:10]([CH3:21])=[C:11]([C:13]3[C:14](=[O:20])[CH:15]([CH:37]([C:34]4[CH:33]=[CH:32][C:31]([F:30])=[CH:36][N:35]=4)[OH:38])[CH2:16][C:17]=3[O:18][CH3:19])[N:12]=2)=[CH:4][CH:3]=1 |f:1.2|. Procedure: To a solution of 2-[2-(4-Chloro-phenyl)-5-methyl-thiazol-4-yl]-3-methoxy-cyclopent-2-enone (400 mg, 1.25 mmol) in anhydrous tetrahydrofuran (10 ml) at −78° C. under an atmosphere of nitrogen was added lithium diisopropylamide (1.8M in THF/heptanes/ethylbenzene; 0.76 m, 1.37 mmol) dropwise over a period of 5 minutes, and the reaction allowed to stir at 78° C. for 30 minutes. A solution of 5-fluoro-pyridine-2-carbaldehyde (171 mg, 1.37 mmol) in anhydrous tetrahydrofuran (1 ml) was then added dropw... The reactants are CN1CCOCC1, CNO, COc1nc(Cl)nc(OC)n1, Cl, O=C(O)c1cc2c(COCCN3CCCC3=O)cn(Cc3ccc(F)cc3)c2cn1, CN(C)C=O. As a reaction SMILES: [CH3:42][N:43]1[CH2:44][CH2:45][O:46][CH2:47][CH2:48]1.[CH3:50][NH:51][OH:52].[Cl:31][c:32]1[n:33][c:34]([O:35][CH3:36])[n:37][c:38]([O:39][CH3:40])[n:41]1.[ClH:49].[F:1][c:2]1[cH:3][cH:4][c:5]([CH2:6][n:7]2[cH:8][c:9]([CH2:19][O:20][CH2:21][CH2:22][N:23]3[C:24](=[O:28])[CH2:25][CH2:26][CH2:27]3)[c:10]3[c:11]2[cH:12][n:13][c:14]([C:16](=[O:17])[OH:18])[cH:15]3)[cH:29][cH:30]1.[O:53]=[CH:54][N:55]([CH3:56])[CH3:57]>>[F:1][c:2]1[cH:3][cH:4][c:5]([CH2:6][n:7]2[cH:8][c:9]([CH2:19][O:20][CH2:21][CH2:22][N:23]3[C:24](=[O:28])[CH2:25][CH2:26][CH2:27]3)[c:10]3[c:11]2[cH:12][n:13][c:14]([C:16](=[O:18])[N:51]([CH3:50])[OH:52])[cH:15]3)[cH:29][cH:30]1. Product: CN(O)C(=O)c1cc2c(COCCN3CCCC3=O)cn(Cc3ccc(F)cc3)c2cn1. Starting materials: CC1=C(C=C(C=C1)C=1OC(=NN1)C)C1=CC=C(C=C1)C(=O)NCC1=CC=C(C=C1)C (2′-methyl-N-(4-methylbenzyl)-5′-(5-methyl-1,3,4-oxadiazol-2-yl)-1,1′-biphenyl-4-carboxamide), C1(CC1)CBr (cyclopropylmethyl-bromide). Product: C1(CC1)CN(C(=O)C1=CC=C(C=C1)C1=C(C=CC(=C1)C=1OC(=NN1)C)C)CC1=CC=C(C=C1)C (N-(Cyclopropylmethyl)-2′-methyl-N-(4-methylbenzyl)-5′-(5-methyl-1,3,4-oxadiazol-2-yl)-1,1′-biphenyl-4-carboxamide). Reaction SMILES: [CH3:1][C:2]1[CH:7]=[CH:6][C:5]([C:8]2[O:9][C:10]([CH3:13])=[N:11][N:12]=2)=[CH:4][C:3]=1[C:14]1[CH:19]=[CH:18][C:17]([C:20]([NH:22][CH2:23][C:24]2[CH:29]=[CH:28][C:27]([CH3:30])=[CH:26][CH:25]=2)=[O:21])=[CH:16][CH:15]=1.[CH:31]1([CH2:34]Br)[CH2:33][CH2:32]1>>[CH:31]1([CH2:34][N:22]([CH2:23][C:24]2[CH:25]=[CH:26][C:27]([CH3:30])=[CH:28][CH:29]=2)[C:20]([C:17]2[CH:18]=[CH:19][C:14]([C:3]3[CH:4]=[C:5]([C:8]4[O:9][C:10]([CH3:13])=[N:11][N:12]=4)[CH:6]=[CH:7][C:2]=3[CH3:1])=[CH:15][CH:16]=2)=[O:21])[CH2:33][CH2:32]1. Procedure details: N-(Cyclopropylmethyl)-2′-methyl-N-(4-methylbenzyl)-5′-(5-methyl-1,3,4-oxadiazol-2-yl)-1,1′-biphenyl-4-carboxamide was prepared from 2′-methyl-N-(4-methylbenzyl)-5′-(5-methyl-1,3,4-oxadiazol-2-yl)-1,1′-biphenyl-4-carboxamide and cyclopropylmethyl-bromide using method L. LCMS; retention time 3.85 min, MH+ 452. Starting materials: ClCCl, O, COc1ccc(C(CO)NC(C(=O)OC(C)(C)C)C(C)C)cc1, O=S(Cl)Cl, c1ccncc1. Product: COc1ccc(C2COS(=O)(=O)N2C(C(=O)OC(C)(C)C)C(C)C)cc1. RXN SMILES: [Cl:24][CH2:25][Cl:26].[OH2:37].[OH:1][CH2:2][CH:3]([c:4]1[cH:5][cH:6][c:7]([O:10][CH3:11])[cH:8][cH:9]1)[NH:12][CH:13]([C:14](=[O:15])[O:16][C:17]([CH3:18])([CH3:19])[CH3:20])[CH:21]([CH3:22])[CH3:23].[S:33](=[O:34])([Cl:35])[Cl:36].[cH:27]1[cH:28][cH:29][n:30][cH:31][cH:32]1>>[O:1]1[CH2:2][CH:3]([c:4]2[cH:5][cH:6][c:7]([O:10][CH3:11])[cH:8][cH:9]2)[N:12]([CH:13]([C:14](=[O:15])[O:16][C:17]([CH3:18])([CH3:19])[CH3:20])[CH:21]([CH3:22])[CH3:23])[S:33]1(=[O:34])=[O:37]. Reactants: O=[N+]([O-])c1cc(F)c(Cl)c(Br)c1Cl, C[O-], CO, [Na+], [Na+], [OH-]. The product is COc1c(Cl)c(F)cc([N+](=O)[O-])c1Cl. Reaction SMILES: [Br:1][c:2]1[c:3]([Cl:13])[c:4]([N+:10](=[O:11])[O-:12])[cH:5][c:6]([F:9])[c:7]1[Cl:8].[CH3:16][O-:17].[CH3:19][OH:20].[Na+:15].[Na+:18].[OH-:14]>>[c:2]1([O:14][CH3:16])[c:3]([Cl:13])[c:4]([N+:10](=[O:11])[O-:12])[cH:5][c:6]([F:9])[c:7]1[Cl:8].